From a dataset of the Open Reaction Database (ORD), a public repository of structured organic reaction records. describe an organic reaction: reactants, conditions, products, and yield The reactants are ClC=1C=CC=2N=CN=C(C2N1)OC1CCOCC1 (6-chloro-4-(tetrahydro-2H-pyran-4-yloxy)pyrido[3,2-d]pyrimidine), ClC=1C=CC=2N=CN=C(C2N1)OC1CCOCC1 (6-chloro-4-(tetrahydro-2H-pyran-4-yloxy)pyrido[3,2-d]pyrimidine), NC1CCN(CC1)C(=O)OC(C)(C)C (tert-butyl 4-aminopiperidine-1-carboxylate), PdCl2(dppf)-CH2Cl2Adduct, CC(C)([O-])C.[Na+] (sodium tert-butoxide). The solvent is O1CCOCC1 (dioxane). Product: ClC=1C=CC=2N=CN=C(C2N1)NC1CCN(CC1)C(=O)OC(C)(C)C (tert-butyl 4-(6-chloropyrido[3,2-d]pyrimidin-4-ylamino)piperidine-1-carboxylate). Isolated yield 48.9%. As a reaction SMILES: [Cl:1][C:2]1[CH:3]=[CH:4][C:5]2[N:6]=[CH:7][N:8]=[C:9](OC3CCOCC3)[C:10]=2[N:11]=1.[NH2:19][CH:20]1[CH2:25][CH2:24][N:23]([C:26]([O:28][C:29]([CH3:32])([CH3:31])[CH3:30])=[O:27])[CH2:22][CH2:21]1.CC(C)([O-])C.[Na+]>O1CCOCC1>[Cl:1][C:2]1[CH:3]=[CH:4][C:5]2[N:6]=[CH:7][N:8]=[C:9]([NH:19][CH:20]3[CH2:21][CH2:22][N:23]([C:26]([O:28][C:29]([CH3:32])([CH3:31])[CH3:30])=[O:27])[CH2:24][CH2:25]3)[C:10]=2[N:11]=1 |f:2.3|. Procedure details: A mixture of 4,6-dichloropyrido[3,2-d]pyrimidine (Intermediate 1, step D) (0.100 g, 0.500 mmol), tert-butyl 4-aminopiperidine-1-carboxylate (0.110 g, 0.550 mmol), PdCl2(dppf)-CH2Cl2Adduct (4.08 mg, 5.00 μmol) and sodium tert-butoxide (0.096 g, 1.00 mmol) in dioxane (2.50 ml) was refluxed for 4 hours After cooling to room temperature, the reaction mixture was filtered through a Celite pad and washed with CH2Cl2. The filtrate was concentrated in vacuo. The residue was purified by column chromatogr...